From a dataset of the Open Reaction Database (ORD), a public repository of structured organic reaction records. describe an organic reaction: reactants, conditions, products, and yield Starting materials: CC1(OCC2=C(O1)C=CC(=C2)[C@@H]2CN(C(O2)=O)CCC2=CC=C(C=C2)OCCOCC2=CC(=CC=C2)[N+](=O)[O-])C ((5R)-5-(2,2-Dimethyl-4H-1,3-benzodioxin-6-yl)-3-[2-(4-{2-[(3-nitrobenzyl)oxy]ethoxy}phenyl)ethyl]-1,3-oxazolidin-2-one). Reagents/catalysts: O=[Pt]=O (PtO2). Solvent: CCOC(=O)C (EtOAc), CCO (EtOH). Reaction conditions: time 3 hour. Product: NC=1C=C(COCCOC2=CC=C(C=C2)CCN2C(O[C@@H](C2)C2=CC3=C(OC(OC3)(C)C)C=C2)=O)C=CC1 ((5R)-3-[2-(4-{2-[(3-Aminobenzyl)oxy]ethoxy}phenyl)ethyl]-5-(2,2-dimethyl-4H-1,3-benzodioxin-6-yl)-1,3-oxazolidin-2-one). Yield: 86.2%. RXN SMILES: [CH3:1][C:2]1([CH3:40])[O:7][C:6]2[CH:8]=[CH:9][C:10]([C@H:12]3[O:16][C:15](=[O:17])[N:14]([CH2:18][CH2:19][C:20]4[CH:25]=[CH:24][C:23]([O:26][CH2:27][CH2:28][O:29][CH2:30][C:31]5[CH:36]=[CH:35][CH:34]=[C:33]([N+:37]([O-])=O)[CH:32]=5)=[CH:22][CH:21]=4)[CH2:13]3)=[CH:11][C:5]=2[CH2:4][O:3]1>CCOC(C)=O.CCO.O=[Pt]=O>[NH2:37][C:33]1[CH:32]=[C:31]([CH:36]=[CH:35][CH:34]=1)[CH2:30][O:29][CH2:28][CH2:27][O:26][C:23]1[CH:22]=[CH:21][C:20]([CH2:19][CH2:18][N:14]2[CH2:13][C@@H:12]([C:10]3[CH:9]=[CH:8][C:6]4[O:7][C:2]([CH3:40])([CH3:1])[O:3][CH2:4][C:5]=4[CH:11]=3)[O:16][C:15]2=[O:17])=[CH:25][CH:24]=1. Reported procedure: (5R)-5-(2,2-Dimethyl-4H-1,3-benzodioxin-6-yl)-3-[2-(4-{2-[(3-nitrobenzyl)oxy]ethoxy}phenyl)ethyl]-1,3-oxazolidin-2-one (1.22 g) in EtOAc (20 mL) and EtOH (15 mL) was hydrogenated over PtO2 (122 mg) at room temperature and atmospheric pressure for 3 h. The catalyst was then removed by filtration over Celite, washed with EtOAc and concentrated in vacuo to give the title compound (994 mg). LCMS RT=3.23 min. The reactants are CCOCC, O=Cc1ccccc1, Cl, Nc1ccc(NC(=O)C(=O)N2CCC(Cc3ccccc3)CC2)cc1. The product is O=C(Nc1ccc(NCc2ccccc2)cc1)C(=O)N1CCC(Cc2ccccc2)CC1. RXN SMILES: [CH2:35]([O:36][CH2:37][CH3:38])[CH3:39].[CH:27](=[O:28])[c:29]1[cH:30][cH:31][cH:32][cH:33][cH:34]1.[ClH:1].[NH2:2][c:3]1[cH:4][cH:5][c:6]([NH:9][C:10]([C:11](=[O:12])[N:13]2[CH2:14][CH2:15][CH:16]([CH2:19][c:20]3[cH:21][cH:22][cH:23][cH:24][cH:25]3)[CH2:17][CH2:18]2)=[O:26])[cH:7][cH:8]1>>[NH:2]([c:3]1[cH:4][cH:5][c:6]([NH:9][C:10]([C:11](=[O:12])[N:13]2[CH2:14][CH2:15][CH:16]([CH2:19][c:20]3[cH:21][cH:22][cH:23][cH:24][cH:25]3)[CH2:17][CH2:18]2)=[O:26])[cH:7][cH:8]1)[CH2:27][c:29]1[cH:30][cH:31][cH:32][cH:33][cH:34]1. Starting materials: Cc1cc(NC(=O)OC(C)(C)C)c(NC(=O)CC(=O)c2cccc(-c3ccc(C4CC4)nc3)c2)cc1C(F)(F)F, ClCCl, O=C(O)C(F)(F)F. The product is Cc1cc2c(cc1C(F)(F)F)NC(=O)CC(c1cccc(-c3ccc(C4CC4)nc3)c1)=N2. Reaction SMILES: [C:1]([O:2][C:3](=[O:4])[NH:7][c:8]1[c:9]([NH:19][C:20]([CH2:21][C:22](=[O:5])[c:24]2[cH:25][c:26](-[c:30]3[cH:31][n:32][c:33]([CH:36]4[CH2:37][CH2:38]4)[cH:34][cH:35]3)[cH:27][cH:28][cH:29]2)=[O:39])[cH:10][c:11]([C:15]([F:16])([F:17])[F:18])[c:12]([CH3:14])[cH:13]1)([CH3:6])([CH3:23])[CH3:40].[Cl:48][CH2:49][Cl:50].[F:41][C:42]([F:43])([F:44])[C:45]([OH:46])=[O:47]>>[N:7]1=[C:22]([c:24]2[cH:25][c:26](-[c:30]3[cH:31][n:32][c:33]([CH:36]4[CH2:37][CH2:38]4)[cH:34][cH:35]3)[cH:27][cH:28][cH:29]2)[CH2:21][C:20](=[O:39])[NH:19][c:9]2[c:8]1[cH:13][c:12]([CH3:14])[c:11]([C:15]([F:16])([F:17])[F:18])[cH:10]2. Starting materials: C1=C(C=CC=2OC3=C(C21)C=CC=C3)OC3=CC=C(C=C3)[N+](=O)[O-] (4-(dibenzofuran-2-yloxy)-1-nitrobenzene). The reagents and catalysts are [Pd] (Pd/C). Solvent: CCOC(=O)C (EtOAc). Product: C1=C(C=CC=2OC3=C(C21)C=CC=C3)OC3=CC=C(N)C=C3 (4-(dibenzofuran-2-yloxy)aniline). As a reaction SMILES: [CH:1]1[C:9]2[C:8]3[CH:10]=[CH:11][CH:12]=[CH:13][C:7]=3[O:6][C:5]=2[CH:4]=[CH:3][C:2]=1[O:14][C:15]1[CH:20]=[CH:19][C:18]([N+:21]([O-])=O)=[CH:17][CH:16]=1>CCOC(C)=O.[Pd]>[CH:1]1[C:9]2[C:8]3[CH:10]=[CH:11][CH:12]=[CH:13][C:7]=3[O:6][C:5]=2[CH:4]=[CH:3][C:2]=1[O:14][C:15]1[CH:20]=[CH:19][C:18]([NH2:21])=[CH:17][CH:16]=1. Procedure details: The nitro intermediate (10 mmol) obtained above was dissolved in EtOAc (50 mL) and hydrogenated in the presence of 10% Pd/C (360 mg) until completion according to General Procedure H, as indicated by TLC or HPLC. The reaction mixture was then filtered to remove the catalyst. The solvent was removed in vacuuo to afford the desired 4-(dibenzofuran-2-yloxy)aniline, which was used directly for further transformation without further purification.